Dataset: the Open Reaction Database (ORD), a public repository of structured organic reaction records. Task: describe an organic reaction: reactants, conditions, products, and yield The reactants are CCc1ccc(C(=O)c2ccc(F)cc2)c(O)c1, Cl, NO. The product is CCc1ccc(C(=NO)c2ccc(F)cc2)c(O)c1. Reaction SMILES: [CH2:1]([CH3:2])[c:3]1[cH:4][c:5]([OH:18])[c:6]([C:7](=[O:8])[c:9]2[cH:10][cH:11][c:12]([F:15])[cH:13][cH:14]2)[cH:16][cH:17]1.[ClH:19].[NH2:20][OH:21]>>[CH2:1]([CH3:2])[c:3]1[cH:4][c:5]([OH:18])[c:6]([C:7]([c:9]2[cH:10][cH:11][c:12]([F:15])[cH:13][cH:14]2)=[N:20][OH:21])[cH:16][cH:17]1. The solvent is Cl (HCl). The yield is 69.4%. RXN SMILES: [Cl:1][C:2]1[CH:7]=[CH:6][C:5]([NH2:8])=[C:4]([NH2:9])[CH:3]=1.[Cl:10][CH2:11][C:12](O)=O>Cl>[Cl:1][C:2]1[CH:7]=[CH:6][C:5]2[N:8]=[C:12]([CH2:11][Cl:10])[NH:9][C:4]=2[CH:3]=1. Procedure: The solution of 4-chloro-1,2-phenylenediamine (1.43 g) and chloroacetic acid (1.43 g) in 4M HCl (10 ml) was heated to reflux for 1 h. After cooling to rt overnight the mixture was filtered and the filtrate was cooled in an ice bath. With stirring the solution was adjusted to pH 8 with 25% ammonia solution. A gummy precipitate is formed which is cooled for 1 h. The aqueous layer is removed by decantation and the residue crystallised from acetone/water to yield 5-chloro-2-chloromethylbenzimidazole... Product: ClC1=CC2=C(N=C(N2)CCl)C=C1 (5-chloro-2-chloromethylbenzimidazole). The reactants are ClC1=CC(=C(C=C1)N)N (4-chloro-1,2-phenylenediamine), ClCC(=O)O (chloroacetic acid).